Dataset: the Open Reaction Database (ORD), a public repository of structured organic reaction records. Task: describe an organic reaction: reactants, conditions, products, and yield Reactants: ClCC(=O)C1=CC(=CC=C1)S(N)(=O)=O (2-chloro-3'-sulfamoylacetophenone), CNC(=S)NC (1,3-dimethylthiourea). Product: Cl.CN1C(SCC1(O)C1=CC(=CC=C1)S(N)(=O)=O)=NC (3-Methyl-2-methylimino-4-(3-sulfamoylphenyl)-1,3-thiazolidine-4-ol-hydrochloride). As a reaction SMILES: [Cl:1][CH2:2][C:3]([C:5]1[CH:10]=[CH:9][CH:8]=[C:7]([S:11](=[O:14])(=[O:13])[NH2:12])[CH:6]=1)=[O:4].[CH3:15][NH:16][C:17]([NH:19][CH3:20])=[S:18]>>[ClH:1].[CH3:20][N:19]1[C:3]([C:5]2[CH:10]=[CH:9][CH:8]=[C:7]([S:11](=[O:14])(=[O:13])[NH2:12])[CH:6]=2)([OH:4])[CH2:2][S:18][C:17]1=[N:16][CH3:15] |f:2.3|. Reported procedure: 3.5 g of 2-chloro-3'-sulfamoylacetophenone and 1.56 g of ground 1,3-dimethylthiourea were reacted as prescribed in Example 12 and the end product was precipitated with a mixture of 1 part of diethyl ether and 2 parts of ethyl acetate. Colorless crystals, melting point: 184° C. The reactants are O (Water), CCOCC (ether), C(C(C)C)C1=CC=C(C=C1)C(C(=O)O)(C)SC (α-(p-Isobutylphenyl)-α-(methylthio)propionic acid). Reagents/catalysts: [Zn] (zinc), [Zn] (zinc), [Zn] (zinc). The solvent is C(C)(=O)O (acetic acid). Product: C(C(C)C)C1=CC=C(C=C1)C(C(=O)O)C (α-(p-isobutylphenyl)propionic acid). The yield is 100.8%. RXN SMILES: [CH2:1]([C:5]1[CH:10]=[CH:9][C:8]([C:11](SC)([CH3:15])[C:12]([OH:14])=[O:13])=[CH:7][CH:6]=1)[CH:2]([CH3:4])[CH3:3].O.CCOCC>C(O)(=O)C.[Zn]>[CH2:1]([C:5]1[CH:6]=[CH:7][C:8]([CH:11]([CH3:15])[C:12]([OH:14])=[O:13])=[CH:9][CH:10]=1)[CH:2]([CH3:4])[CH3:3]. Procedure: α-(p-Isobutylphenyl)-α-(methylthio)propionic acid (387 mg) was dissolved in 3 ml of acetic acid, and 200 mg of zinc powder was added. The mixture was heated under reflux for 2 hours. Furthermore, 200 mg of zinc powder was added, and the mixture was heated under reflux for 18 hours. The zinc powder which agglomerated was pulverized, and the mixture was again heated under reflux for 20 hours. Water (30 ml) and 20 ml of ether were added, and the insoluble matter was separated by filtration. Then, c...